From a dataset of the Open Reaction Database (ORD), a public repository of structured organic reaction records. describe an organic reaction: reactants, conditions, products, and yield The reactants are [BH4-], CO, [Na+], CC(=O)c1cccnn1. Yields the product CC(O)c1cccnn1. RXN SMILES: [BH4-:10].[CH3:12][OH:13].[Na+:11].[n:1]1[n:2][c:3]([C:7]([CH3:8])=[O:9])[cH:4][cH:5][cH:6]1>>[n:1]1[n:2][c:3]([CH:7]([CH3:8])[OH:9])[cH:4][cH:5][cH:6]1. Reactants: C1(=CCC(CC1)C(C)C)C (1-p-menthene), C(C1=CC=CC=C1)(C1=CC=CC=C1)O (benzhydrol), ON1C(C=2C(C1=O)=CC=CC2)=O (N-hydroxyphthalimide), O.O.O.FC(C(=O)C(F)(F)F)(F)F (hexafluoroacetone trihydrate), FC(F)(F)C1=CC=CC=C1 (trifluoromethylbenzene), C1(=CCC(CC1)C(C)C)C (1-p-menthene). The reagents and catalysts are C(C)(=O)[O-].[Co+2].C(C)(=O)[O-] (cobalt (II) acetate). Run at temperature 60 celsius, time 12 hour. Product: C12(C(CC(CC1)C(C)C)O2)C (1-p-menthene oxide). The yield is 42.0%. As a reaction SMILES: [C:1]1([CH3:10])[CH2:6][CH2:5][CH:4]([CH:7]([CH3:9])[CH3:8])[CH2:3][CH:2]=1.C([OH:24])(C1C=CC=CC=1)C1C=CC=CC=1.ON1C(=O)C2=CC=CC=C2C1=O.O.O.O.FC(F)(F)C(C(F)(F)F)=O.FC(C1C=CC=CC=1)(F)F>C([O-])(=O)C.[Co+2].C([O-])(=O)C>[C:1]12([CH3:10])[O:24][CH:2]1[CH2:3][CH:4]([CH:7]([CH3:9])[CH3:8])[CH2:5][CH2:6]2 |f:3.4.5.6,8.9.10|. Procedure: A mixture of 3mmol of 1-p-menthene, 15mmol of benzhydrol, 0.3 mmol of N-hydroxyphthalimide, 0.0015 mmol of cobalt (II) acetate, 0.3 mmol of hexafluoroacetone trihydrate, and 3 ml of trifluoromethylbenzene was stirred at 60° C. under an oxygen atmosphere (1 atm) for 12 hours. Gas chromatographic analysis of products in a reaction mixture revealed that 1-p-menthene was converted, at a rate of 63%, into 1-p-menthene oxide (yield: 42%). Reactants: C(=S)(Cl)Cl (Thiophosgene), C(CCCCCCCCCCC)N (dodecylamine). Run in C1(=CC=CC=C1)C (toluene). The product is C(CCCCCCCCCCC)NC(=S)NCCCCCCCCCCCC (N,N'-Didodecylthiourea). Isolated yield 75.5%. RXN SMILES: [C:1](Cl)(Cl)=[S:2].[CH2:5]([NH2:17])[CH2:6][CH2:7][CH2:8][CH2:9][CH2:10][CH2:11][CH2:12][CH2:13][CH2:14][CH2:15][CH3:16]>C1(C)C=CC=CC=1>[CH2:5]([NH:17][C:1]([NH:17][CH2:5][CH2:6][CH2:7][CH2:8][CH2:9][CH2:10][CH2:11][CH2:12][CH2:13][CH2:14][CH2:15][CH3:16])=[S:2])[CH2:6][CH2:7][CH2:8][CH2:9][CH2:10][CH2:11][CH2:12][CH2:13][CH2:14][CH2:15][CH3:16]. Procedure: Thiophosgene (10.0 mls, 0.13 moles) is added dropwise to a stirred solution of dodecylamine (100 g, 0.54 moles) in toluene (210 mls). The mixture is heated to reflux for four hours then cooled in an icebath. The precipitate is filtered off, rinsed with toluene then ether, and dried, then treated with hot dilute HCl, rinsed with water and redried. Recrystallization from ethyl acetate gave the product (40.5 g), mp 75°-78° C. The reactants are C(=O)NC=1SC=C(N1)C(C(=O)O)=NOCC(=O)OCC (2-(2-Formamidothiazol-4-yl)-2-ethoxycarbonylmethoxyiminoacetic acid), CN(C=O)C (N,N-dimethylformamide), P(=O)(Cl)(Cl)Cl (phosphoryl chloride), NC1[C@@H]2N(C(=C(CS2)CSC2=NN=NN2CCNC(=O)OC(C)(C)C)C(=O)O)C1=O (7-amino-3-[1-(2-tert-butoxycarbonylaminoethyl)-1H-tetrazol-5-yl]thiomethyl-3-cephem-4-carboxylic acid). Solvent: CC(=O)C (acetone), O1CCCC1 (tetrahydrofuran). The product is C(=O)NC=1SC=C(N1)C(C(=O)NC1[C@@H]2N(C(=C(CS2)CSC2=NN=NN2CCNC(=O)OC(C)(C)C)C(=O)O)C1=O)=NOCC(=O)OCC (7-[2-(2-formamidothiazol-4-yl)-2-ethoxycarbonylmethoxyiminoacetamido]-3-[1-(2-tert-butoxycarbonylaminoethyl)-1H-tetrazol-5-yl]thiomethyl-3-cephem-4-carboxylic acid). Yield: 85.7%. RXN SMILES: [CH:1]([NH:3][C:4]1[S:5][CH:6]=[C:7]([C:9](=[N:13][O:14][CH2:15][C:16]([O:18][CH2:19][CH3:20])=[O:17])[C:10]([OH:12])=O)[N:8]=1)=[O:2].CN(C)C=O.P(Cl)(Cl)(Cl)=O.[NH2:31][CH:32]1[C:59](=[O:60])[N:34]2[C:35]([C:56]([OH:58])=[O:57])=[C:36]([CH2:39][S:40][C:41]3[N:45]([CH2:46][CH2:47][NH:48][C:49]([O:51][C:52]([CH3:55])([CH3:54])[CH3:53])=[O:50])[N:44]=[N:43][N:42]=3)[CH2:37][S:38][C@H:33]12>CC(C)=O.O1CCCC1>[CH:1]([NH:3][C:4]1[S:5][CH:6]=[C:7]([C:9](=[N:13][O:14][CH2:15][C:16]([O:18][CH2:19][CH3:20])=[O:17])[C:10]([NH:31][CH:32]2[C:59](=[O:60])[N:34]3[C:35]([C:56]([OH:58])=[O:57])=[C:36]([CH2:39][S:40][C:41]4[N:45]([CH2:46][CH2:47][NH:48][C:49]([O:51][C:52]([CH3:54])([CH3:55])[CH3:53])=[O:50])[N:44]=[N:43][N:42]=4)[CH2:37][S:38][C@H:33]23)=[O:12])[N:8]=1)=[O:2]. Procedure details: 2-(2-Formamidothiazol-4-yl)-2-ethoxycarbonylmethoxyiminoacetic acid (syn isomer, 1.32 g.), N,N-dimethylformamide (447 mg.), phosphoryl chloride (939 mg.), 7-amino-3-[1-(2-tert-butoxycarbonylaminoethyl)-1H-tetrazol-5-yl]thiomethyl-3-cephem-4-carboxylic acid (3.0 g.), tetrahydrofuran (13 ml.) and 50% aqueous acetone (30 ml.) were treated in a similar manner to that of Example 11-(1) to give 7-[2-(2-formamidothiazol-4-yl)-2-ethoxycarbonylmethoxyiminoacetamido]-3-[1-(2-tert-butoxycarbonylaminoethyl)... The reactants are O=C(OO)c1cccc(Cl)c1, ClCCl, CC=C(c1ccccc1)c1ccccc1. Yields the product CC1OC1(c1ccccc1)c1ccccc1. As a reaction SMILES: [Cl:16][c:17]1[cH:18][cH:19][cH:20][c:21]([C:22]([O:23][OH:25])=[O:24])[cH:26]1.[Cl:27][CH2:28][Cl:29].[c:1]1([C:7](=[CH:8][CH3:9])[c:10]2[cH:11][cH:12][cH:13][cH:14][cH:15]2)[cH:2][cH:3][cH:4][cH:5][cH:6]1>>[c:1]1([C:7]2([c:10]3[cH:11][cH:12][cH:13][cH:14][cH:15]3)[CH:8]([CH3:9])[O:24]2)[cH:2][cH:3][cH:4][cH:5][cH:6]1.